Dataset: the Open Reaction Database (ORD), a public repository of structured organic reaction records. Task: describe an organic reaction: reactants, conditions, products, and yield Starting materials: [Na] (sodium), SCCO (2-mercaptoethanol), [Br-].[Br-].[Br-].[Br-].OCC(CO)(CO)CO (pentaerythritol tetrabromide). Solvent: C(C)O (ethanol). Product: OCCSCC(CSCCO)(CSCCO)CSCCO (tetrakis(2-hydroxyethylthiomethyl)methane). As a reaction SMILES: [Na].[SH:2][CH2:3][CH2:4][OH:5].[Br-].[Br-].[Br-].[Br-].O[CH2:11][C:12]([CH2:17]O)([CH2:15]O)[CH2:13]O>C(O)C>[OH:5][CH2:4][CH2:3][S:2][CH2:17][C:12]([CH2:11][S:2][CH2:3][CH2:4][OH:5])([CH2:13][S:2][CH2:3][CH2:4][OH:5])[CH2:15][S:2][CH2:3][CH2:4][OH:5] |f:2.3.4.5.6,^1:0|. Procedure: To 400 parts of ethanol were successively added 9.2 parts of metallic sodium, 31.2 parts of 2-mercaptoethanol amd 38.8 parts of pentaerythritol tetrabromide, and the resulting mixture was heated under reflux. Thereafter, the deposited sodium bromide was removed, and the ethanol was removed by distillation to obtain tetrakis(2-hydroxyethylthiomethyl)methane. This compound was added to 80 parts of chloroform, and 60 parts of thionyl chloride was dropped into the resulting mixture. Subsequently, th...